This data is from the Open Reaction Database (ORD), a public repository of structured organic reaction records. The task is: describe an organic reaction: reactants, conditions, products, and yield Reactants: Brc1ccc2cc[nH]c2c1, C1CCOC1, Cl, [H-], CCI, [Na+], O. Product: CCn1ccc2ccc(Br)cc21. As a reaction SMILES: [Br:1][c:2]1[cH:3][cH:4][c:5]2[cH:6][cH:7][nH:8][c:9]2[cH:10]1.[CH2:17]1[O:18][CH2:19][CH2:20][CH2:21]1.[ClH:16].[H-:11].[I:13][CH2:14][CH3:15].[Na+:12].[OH2:22]>>[Br:1][c:2]1[cH:3][cH:4][c:5]2[cH:6][cH:7][n:8]([CH2:14][CH3:15])[c:9]2[cH:10]1. Reactants: C1(=CC=CC=C1)P(C(F)(F)F)C1=CC=CC=C1 (diphenyltrifluoromethylphosphine), OO (hydrogen peroxide), O (water). Run in CC(=O)C (acetone). Run at time 4 hour. Product: C1(=CC=CC=C1)P(C(F)(F)F)(C1=CC=CC=C1)=O (diphenyltrifluoromethylphosphine oxide). Isolated yield 80.7%. Reaction SMILES: [C:1]1([P:7]([C:12]2[CH:17]=[CH:16][CH:15]=[CH:14][CH:13]=2)[C:8]([F:11])([F:10])[F:9])[CH:6]=[CH:5][CH:4]=[CH:3][CH:2]=1.[OH:18]O.O>CC(C)=O>[C:1]1([P:7](=[O:18])([C:12]2[CH:17]=[CH:16][CH:15]=[CH:14][CH:13]=2)[C:8]([F:11])([F:9])[F:10])[CH:2]=[CH:3][CH:4]=[CH:5][CH:6]=1. Procedure: A solution of 1.0g (3.9 mmol) of diphenyltrifluoromethylphosphine (4) in 5 mL of acetone was treated with 0.5 mL (4.9 mmol) of 30% hydrogen peroxide. Within a few minutes an exothermic reaction occurred which caused the solution to reflux. After this had subsided, the solution was allowed to stand for 4 hours at room temperature and poured into 15 mL of water. The resulting aqueous mixture was extracted with three 10 mL portions of cichloromethane. The organic layers were combined, dried (MgSO4)... The reactants are FC1=C(C=CC(=C1)I)NC1=C(C=CC2=C1C=NS2)C(=O)O (4-(2-fluoro-4-iodo-phenylamino)-benzo[d]isothiazole-5-carboxylic acid), CCN(C(C)C)C(C)C (DIPEA), C(=C)OCCON (O-(2-vinyloxy-ethyl)-hydroxylamine), C=1C=CC2=C(C1)N=NN2O (HOBt), CCN=C=NCCCN(C)C (EDCI). The solvent is C1CCOC1 (THF). Conditions: time 18 hour. Yields the product C(=C)OCCONC(=O)C=1C=CC2=C(C=NS2)C1NC1=C(C=C(C=C1)I)F (4-(2-Fluoro-4-iodo-phenylamino)-benzo[d]isothiazole 5-carboxylic acid (2-vinyloxy-ethoxy)-amide). Yield: 89.1%. RXN SMILES: [F:1][C:2]1[CH:7]=[C:6]([I:8])[CH:5]=[CH:4][C:3]=1[NH:9][C:10]1[C:15]2[CH:16]=[N:17][S:18][C:14]=2[CH:13]=[CH:12][C:11]=1[C:19]([OH:21])=O.CCN(C(C)C)C(C)C.[CH:31]([O:33][CH2:34][CH2:35][O:36][NH2:37])=[CH2:32].C1C=CC2N(O)N=NC=2C=1.CCN=C=NCCCN(C)C>C1COCC1>[CH:31]([O:33][CH2:34][CH2:35][O:36][NH:37][C:19]([C:11]1[CH:12]=[CH:13][C:14]2[S:18][N:17]=[CH:16][C:15]=2[C:10]=1[NH:9][C:3]1[CH:4]=[CH:5][C:6]([I:8])=[CH:7][C:2]=1[F:1])=[O:21])=[CH2:32]. Procedure: To a solution of 4-(2-fluoro-4-iodo-phenylamino)-benzo[d]isothiazole-5-carboxylic acid (240 mg, 0.58 mmol) in THF (6 mL) was added DIPEA (396 μL, 2.34 mmol), O-(2-vinyloxy-ethyl)-hydroxylamine (119 mg, 1.15 mmol), HOBt (156 mg, 1.15 mmol) and EDCI (221 mg, 1.15 mmol) before the reaction mixture was stirred at room temperature for 18 hours. The reaction mixture was concentrated in vacuo and the resultant residue was partitioned between ethyl acetate and water. The organic extract was washed with ... The reactants are COC(CCCCC1=NC2=NC=CC=C2C=C1)=O (5-[1,8]-Naphthyridin-2-yl-pentanoic acid methyl ester), [H][H] (hydrogen). Reagents/catalysts: [Pd].[C] (Pd carbon). Solvent: CCO (EtOH). The product is COC(CCCCC1=NC=2NCCCC2C=C1)=O (5-(5,6,7,8-Tetrahydro-[1,8]naphthyridin-2-yl)-pentanoic acid methyl ester). RXN SMILES: [CH3:1][O:2][C:3](=[O:18])[CH2:4][CH2:5][CH2:6][CH2:7][C:8]1[CH:17]=[CH:16][C:15]2[C:10](=[N:11][CH:12]=[CH:13][CH:14]=2)[N:9]=1.[H][H]>CCO.[Pd].[C]>[CH3:1][O:2][C:3](=[O:18])[CH2:4][CH2:5][CH2:6][CH2:7][C:8]1[CH:17]=[CH:16][C:15]2[CH2:14][CH2:13][CH2:12][NH:11][C:10]=2[N:9]=1 |f:3.4|. Reported procedure: A mixture of 1-4 (630 mg, 2.58 mmol) and 10% Pd/carbon (95 mg) in EtOH (25 mL) was stirred under a balloon of hydrogen for 72 h. Following filtration and evaporative removal of the solvent, the residue was chromatographed (silica gel, 70% ethyl acetate/hexanes) to give 1-5 as a colorless oil. Reactants: CC(=O)OC1OCCC1NC(=O)C(CC(C)C)NS(=O)(=O)c1ccc([N+](=O)[O-])cc1, CCO. Product: CC(=O)OC1OCCC1NC(=O)C(CC(C)C)NS(=O)(=O)c1ccc(N)cc1. RXN SMILES: [C:1]([CH3:2])(=[O:3])[O:4][CH:5]1[O:6][CH2:7][CH2:8][CH:9]1[NH:10][C:11]([CH:12]([NH:13][S:14](=[O:15])(=[O:16])[c:17]1[cH:18][cH:19][c:20]([N+:23]([O-:24])=[O:25])[cH:21][cH:22]1)[CH2:26][CH:27]([CH3:28])[CH3:29])=[O:30].[CH3:31][CH2:32][OH:33]>>[C:1]([CH3:2])(=[O:3])[O:4][CH:5]1[O:6][CH2:7][CH2:8][CH:9]1[NH:10][C:11]([CH:12]([NH:13][S:14](=[O:15])(=[O:16])[c:17]1[cH:18][cH:19][c:20]([NH2:23])[cH:21][cH:22]1)[CH2:26][CH:27]([CH3:28])[CH3:29])=[O:30].